Dataset: the Open Reaction Database (ORD), a public repository of structured organic reaction records. Task: describe an organic reaction: reactants, conditions, products, and yield The reactants are N(C(=N)N)C=1SC(=C(N1)C)C(=O)N1CC(CCC1)C(=O)NCCC(=O)OCC (ethyl (RS)-3-[[1-(2-guanidino-4-methyl-thiazole-5-carbonyl)-piperidine-3-carbonyl]-amino]-propionate), Cl (hydrochloric acid). The product is Cl.N(C(=N)N)C=1SC(=C(N1)C)C(=O)N1CC(CCC1)C(=O)NCCC(=O)O ((RS)-3-[[1-(2-guanidino-4-methyl-thiazole-5-carbonyl)-piperidine-3-carbonyl]-amino]-propionic acid hydrochloride). Procedure details: 103 mg of ethyl (RS)-3-[[1-(2-guanidino-4-methyl-thiazole-5-carbonyl)-piperidine-3-carbonyl]-amino]-propionate are left to stand at RT in 2.1 ml of 25 percent hydrochloric acid for 6 hrs. The solution is evaporated and the residue is taken up in water and again evaporated. There are obtained 92 mg of (RS)-3-[[1-(2-guanidino-4-methyl-thiazole-5-carbonyl)-piperidine-3-carbonyl]-amino]-propionic acid hydrochloride (1:2) as a white foam, MS: 383 (M+H)+. As a reaction SMILES: [NH:1]([C:5]1[S:6][C:7]([C:11]([N:13]2[CH2:18][CH2:17][CH2:16][CH:15]([C:19]([NH:21][CH2:22][CH2:23][C:24]([O:26]CC)=[O:25])=[O:20])[CH2:14]2)=[O:12])=[C:8]([CH3:10])[N:9]=1)[C:2]([NH2:4])=[NH:3].[ClH:29]>>[ClH:29].[NH:1]([C:5]1[S:6][C:7]([C:11]([N:13]2[CH2:18][CH2:17][CH2:16][CH:15]([C:19]([NH:21][CH2:22][CH2:23][C:24]([OH:26])=[O:25])=[O:20])[CH2:14]2)=[O:12])=[C:8]([CH3:10])[N:9]=1)[C:2]([NH2:4])=[NH:3] |f:2.3|. The reactants are CC1(C)CCC(C)(C)c2cc(C(=O)C(=O)O)ccc21, C1CCC(NC2CCCCC2)CC1, ClCCl, O=S(Cl)Cl. Yields the product CC1(C)CCC(C)(C)c2cc(C(=O)C(=O)Cl)ccc21. As a reaction SMILES: [CH3:1][C:2]1([CH3:19])[c:3]2[cH:4][cH:5][c:6]([C:14]([C:15](=[O:16])[OH:17])=[O:18])[cH:7][c:8]2[C:9]([CH3:12])([CH3:13])[CH2:10][CH2:11]1.[CH:20]1([NH:21][CH:22]2[CH2:23][CH2:24][CH2:25][CH2:26][CH2:27]2)[CH2:28][CH2:29][CH2:30][CH2:31][CH2:32]1.[Cl:37][CH2:38][Cl:39].[S:33]([Cl:34])([Cl:35])=[O:36]>>[CH3:1][C:2]1([CH3:19])[c:3]2[cH:4][cH:5][c:6]([C:14]([C:15](=[O:16])[Cl:35])=[O:18])[cH:7][c:8]2[C:9]([CH3:12])([CH3:13])[CH2:10][CH2:11]1. Reactants: ClC=1C=C(C=CC1Cl)C(CCNC(OC(C)(C)C)=O)NC(=O)N1CC=2N=C(N=CC2CC1)NC(C)C (tert-butyl 3-(3,4-dichlorophenyl)-3-(2-(isopropylamino)-5,6,7,8-tetrahydropyrido[3,4-d]pyrimidine-7-carboxamido)propylcarbamate). Solvent: C1CCOC1 (THF). Yields the product ClC=1C=C(C=CC1Cl)C(CCNC)NC(=O)N1CC=2N=C(N=CC2CC1)NC(C)C (N-(1-(3,4-dichlorophenyl)-3-(methylamino)propyl)-2-(isopropylamino)-5,6-dihydropyrido[3,4-d]pyrimidine-7(8H)-carboxamide). RXN SMILES: [Cl:1][C:2]1[CH:3]=[C:4]([CH:9]([NH:20][C:21]([N:23]2[CH2:32][CH2:31][C:30]3[CH:29]=[N:28][C:27]([NH:33][CH:34]([CH3:36])[CH3:35])=[N:26][C:25]=3[CH2:24]2)=[O:22])[CH2:10][CH2:11][NH:12][C:13](=O)OC(C)(C)C)[CH:5]=[CH:6][C:7]=1[Cl:8]>C1COCC1>[Cl:1][C:2]1[CH:3]=[C:4]([CH:9]([NH:20][C:21]([N:23]2[CH2:32][CH2:31][C:30]3[CH:29]=[N:28][C:27]([NH:33][CH:34]([CH3:36])[CH3:35])=[N:26][C:25]=3[CH2:24]2)=[O:22])[CH2:10][CH2:11][NH:12][CH3:13])[CH:5]=[CH:6][C:7]=1[Cl:8]. Procedure details: To a solution of tert-butyl 3-(3,4-dichlorophenyl)-3-(2-(isopropylamino)-5,6,7,8-tetrahydropyrido[3,4-d]pyrimidine-7-carboxamido)propylcarbamate (89 mg, 0.17 mmol) in THF (5 mL) under N2 was added BH3.THF complex (0.36 mL, 0.36 mmol) and the reaction was heated at reflux under N2 for 19 h. The reaction was cooled to RT, quenched with MeOH (10 mL), and heated at reflux for 1 h. The reaction was concentrated, then partitioned between DCM (25 mL) and sat. aq. NaHCO3 (25 mL). The phases were separat... Starting materials: CCOC(=O)Cl, O=C([O-])O, ClCCl, Nc1ccc(S)cc1, [Na+]. The product is CCOC(=O)Nc1ccc(S)cc1. As a reaction SMILES: [C:14]([O:15][CH2:16][CH3:17])(=[O:18])[Cl:19].[C:9](=[O:10])([O-:11])[OH:12].[Cl:20][CH2:21][Cl:22].[NH2:1][c:2]1[cH:3][cH:4][c:5]([SH:8])[cH:6][cH:7]1.[Na+:13]>>[NH:1]([c:2]1[cH:3][cH:4][c:5]([SH:8])[cH:6][cH:7]1)[C:14]([O:15][CH2:16][CH3:17])=[O:18]. Starting materials: [Br-], N#Cc1ccc(CBr)c(F)c1, O=C([O-])[O-], CCOC(C)=O, CCCC[N+](CCCC)(CCCC)CCCC, NC(=O)C(CCC(F)(F)F)NS(=O)(=O)c1ccc(Cl)cc1, [K+], [K+], O. Product: N#Cc1ccc(CN(C(CCC(F)(F)F)C(N)=O)S(=O)(=O)c2ccc(Cl)cc2)c(F)c1. RXN SMILES: [Br-:45].[Br:28][CH2:29][c:30]1[c:31]([F:38])[cH:32][c:33]([C:34]#[N:35])[cH:36][cH:37]1.[C:22](=[O:23])([O-:24])[O-:25].[CH3:39][CH2:40][O:41][C:42](=[O:43])[CH3:44].[CH3:46][CH2:47][CH2:48][CH2:49][N+:50]([CH2:51][CH2:52][CH2:53][CH3:54])([CH2:55][CH2:56][CH2:57][CH3:58])[CH2:59][CH2:60][CH2:61][CH3:62].[Cl:1][c:2]1[cH:3][cH:4][c:5]([S:8](=[O:9])(=[O:10])[NH:11][CH:12]([C:13](=[O:14])[NH2:15])[CH2:16][CH2:17][C:18]([F:19])([F:20])[F:21])[cH:6][cH:7]1.[K+:26].[K+:27].[OH2:63]>>[Cl:1][c:2]1[cH:3][cH:4][c:5]([S:8](=[O:9])(=[O:10])[N:11]([CH:12]([C:13](=[O:14])[NH2:15])[CH2:16][CH2:17][C:18]([F:19])([F:20])[F:21])[CH2:29][c:30]2[c:31]([F:38])[cH:32][c:33]([C:34]#[N:35])[cH:36][cH:37]2)[cH:6][cH:7]1. The reactants are CO, Cc1ncc(C=O)c2c1OC(C)(C)OC2, CC(C)O, N. Product: Cc1ncc(C(N)=O)c2c1OC(C)(C)OC2. As a reaction SMILES: [CH3:17][OH:18].[CH3:2][C:3]1([CH3:16])[O:4][CH2:5][c:6]2[c:7]([c:8]([CH3:14])[n:9][cH:10][c:11]2[CH:12]=[O:13])[O:15]1.[CH:19]([OH:20])([CH3:21])[CH3:22].[NH3:1]>>[NH2:1][C:12]([c:11]1[c:6]2[c:7]([c:8]([CH3:14])[n:9][cH:10]1)[O:15][C:3]([CH3:2])([CH3:16])[O:4][CH2:5]2)=[O:13]. Starting materials: O (water), C(C1=CC=CC=C1)Br (Benzyl bromide), C1(=CC=CC=C1)NC1=CC=CC2=CC=CC=C12 (1-phenylaminonaphthalene), [OH-].[K+] (KOH). Solvent: CN1C(CCC1)=O (N-methyl pyrrolidone). Reaction conditions: time 2 hour. Yields the product C(C1=CC=CC=C1)N(C1=CC=CC=C1)C1=CC=CC2=CC=CC=C12 (1-(N-benzyl-N-phenylamino)naphthalene). The yield is 65.0%. RXN SMILES: [CH2:1](Br)[C:2]1[CH:7]=[CH:6][CH:5]=[CH:4][CH:3]=1.[C:9]1([NH:15][C:16]2[C:25]3[C:20](=[CH:21][CH:22]=[CH:23][CH:24]=3)[CH:19]=[CH:18][CH:17]=2)[CH:14]=[CH:13][CH:12]=[CH:11][CH:10]=1.[OH-].[K+].O>CN1CCCC1=O>[CH2:1]([N:15]([C:16]1[C:25]2[C:20](=[CH:21][CH:22]=[CH:23][CH:24]=2)[CH:19]=[CH:18][CH:17]=1)[C:9]1[CH:14]=[CH:13][CH:12]=[CH:11][CH:10]=1)[C:2]1[CH:7]=[CH:6][CH:5]=[CH:4][CH:3]=1 |f:2.3|. Reported procedure: Benzyl bromide (0.15M) was added to a stirred mixture of 1-phenylaminonaphthalene (0.1M) and KOH (0.15M) in N-methyl pyrrolidone (70 cm3) at 120° C. After 2 hours further stirring the mixture was poured in to water, the precipitate filtered off, washed and re-crystallised from methanol to give 20 g (65% yield) of a white solid mp 120°-123° C. The yield is 26.8%. The reactants are BrC=1SC=C(N1)C (2-bromo-4-methylthiazole), C(CC#C)N1N=C2C(=N1)C=CC=C2 (2-(but-3-ynyl)-2H-benzo[d][1,2,3]triazole). Reported procedure: The title compound was prepared in accordance with the general method of Example 1, from 2-bromo-4-methylthiazole (100 mg, 0.56 mmol) and 2-(but-3-ynyl)-2H-benzo[d][1,2,3]triazole (96 mg, 0.56 mmol, Example 109(D)). The crude residue was purified by flash chromatography (cyclohexane/AcOEt 4:1) to yield 40 mg (0.15 mmol, 27%) of 2-(4-(4-methylthiazol-2-yl)but-3-ynyl)-2H-benzo[d][1,2,3]triazole as a white solid (M.P.=78-80° C.). RXN SMILES: Br[C:2]1[S:3][CH:4]=[C:5]([CH3:7])[N:6]=1.[CH2:8]([N:12]1[N:16]=[C:15]2[CH:17]=[CH:18][CH:19]=[CH:20][C:14]2=[N:13]1)[CH2:9][C:10]#[CH:11]>>[CH3:7][C:5]1[N:6]=[C:2]([C:11]#[C:10][CH2:9][CH2:8][N:12]2[N:13]=[C:14]3[CH:20]=[CH:19][CH:18]=[CH:17][C:15]3=[N:16]2)[S:3][CH:4]=1. Yields the product CC=1N=C(SC1)C#CCCN1N=C2C(=N1)C=CC=C2 (2-(4-(4-methylthiazol-2-yl)but-3-ynyl)-2H-benzo[d][1,2,3]triazole).